From a dataset of the Open Reaction Database (ORD), a public repository of structured organic reaction records. describe an organic reaction: reactants, conditions, products, and yield Reaction conditions: time 1.5 hour. Product: O[C@@H](C(=O)O)[C@H]1OB(OC1=O)[C@H](CC(C)C)NC([C@H](CC1=CC=CC=C1)NC(=O)C1=NC=CN=C1)=O ((R)-2-hydroxy-2-((R)-2-((R)-3-methyl-1-((S)-3-phenyl-2-(pyrazine-2-carboxamido)propanamido)butyl)-5-oxo-1,3,2-dioxaborolan-4-yl)acetic acid). Run in CC(=O)C (acetone). Reactants: O1B(OB(OB1[C@H](CC(C)C)NC([C@H](CC1=CC=CC=C1)NC(=O)C1=NC=CN=C1)=O)[C@H](CC(C)C)NC([C@H](CC1=CC=CC=C1)NC(=O)C1=NC=CN=C1)=O)[C@H](CC(C)C)NC([C@H](CC1=CC=CC=C1)NC(=O)C1=NC=CN=C1)=O (N,N′,N″-(boroxin-2,4,6-triyltris{[(1R)-3-methylbutane-1,1-diyl]imino[(2S)-1-oxo-3-phenylpropane-1,2-diyl]})tripyrazine-2-carboxamide), C([C@H](O)[C@@H](O)C(=O)O)(=O)O (L-tartaric acid), CCCCCCC (Heptane). Reaction SMILES: O1B([C@@H](NC(=O)[C@@H](NC(C2C=NC=CN=2)=O)CC2C=CC=CC=2)CC(C)C)[O:5][B:4]([C@@H:32]([NH:37][C:38](=[O:56])[C@@H:39]([NH:47][C:48]([C:50]2[CH:55]=[N:54][CH:53]=[CH:52][N:51]=2)=[O:49])[CH2:40][C:41]2[CH:46]=[CH:45][CH:44]=[CH:43][CH:42]=2)[CH2:33][CH:34]([CH3:36])[CH3:35])[O:3]B1[C@@H](NC(=O)[C@@H](NC(C1C=NC=CN=1)=O)CC1C=CC=CC=1)CC(C)C.[C:82](O)(=[O:90])[C@@H:83]([C@H:85]([C:87]([OH:89])=[O:88])[OH:86])O.CCCCCCC>CC(C)=O>[OH:86][C@H:85]([C@@H:83]1[C:82](=[O:90])[O:3][B:4]([C@@H:32]([NH:37][C:38](=[O:56])[C@@H:39]([NH:47][C:48]([C:50]2[CH:55]=[N:54][CH:53]=[CH:52][N:51]=2)=[O:49])[CH2:40][C:41]2[CH:46]=[CH:45][CH:44]=[CH:43][CH:42]=2)[CH2:33][CH:34]([CH3:35])[CH3:36])[O:5]1)[C:87]([OH:89])=[O:88]. Procedure: A mixture of N,N′,N″-(boroxin-2,4,6-triyltris{[(1R)-3-methylbutane-1,1-diyl]imino[(2S)-1-oxo-3-phenylpropane-1,2-diyl]})tripyrazine-2-carboxamide (0.270 g, 0.246 mmol) and L-tartaric acid (149.5 mg, 0.33 mmol) were mixed in acetone (3 mL). The mixture was heated to form a solution. The solution was cooled uncontrolled until the internal temperature was about 25° C. Heptane (2.5 mL) was added. White solid precipitated out and the resultant slurry was agitated at ambient temperature for 1.5 h. The... Starting materials: CS(C)=O, Cl, Fc1ccc(OCC2CCC3CNCCN3C2)cc1, O=[N+]([O-])c1ccc(F)cc1, [Na+], [Na+], O=C([O-])[O-]. Product: O=[N+]([O-])c1ccc(N2CCN3CC(COc4ccc(F)cc4)CCC3C2)cc1. As a reaction SMILES: [CH3:37][S:38]([CH3:39])=[O:40].[ClH:36].[F:1][c:2]1[cH:3][cH:4][c:5]([O:6][CH2:7][CH:8]2[CH2:9][CH2:10][CH:11]3[N:12]([CH2:13][CH2:14][NH:15][CH2:16]3)[CH2:17]2)[cH:18][cH:19]1.[F:20][c:21]1[cH:22][cH:23][c:24]([N+:27](=[O:28])[O-:29])[cH:25][cH:26]1.[Na+:30].[Na+:31].[O-:32][C:33](=[O:34])[O-:35]>>[F:1][c:2]1[cH:3][cH:4][c:5]([O:6][CH2:7][CH:8]2[CH2:9][CH2:10][CH:11]3[N:12]([CH2:13][CH2:14][N:15]([c:21]4[cH:22][cH:23][c:24]([N+:27](=[O:28])[O-:29])[cH:25][cH:26]4)[CH2:16]3)[CH2:17]2)[cH:18][cH:19]1. Starting materials: CO, O=[N+]([O-])c1ccc(CN2CCNCCNCCNCC2)cc1. The product is Nc1ccc(CN2CCNCCNCCNCC2)cc1. Reaction SMILES: [CH3:23][OH:24].[N+:1]([O-:2])(=[O:3])[c:4]1[cH:5][cH:6][c:7]([CH2:8][N:9]2[CH2:10][CH2:11][NH:12][CH2:13][CH2:14][NH:15][CH2:16][CH2:17][NH:18][CH2:19][CH2:20]2)[cH:21][cH:22]1>>[NH2:1][c:4]1[cH:5][cH:6][c:7]([CH2:8][N:9]2[CH2:10][CH2:11][NH:12][CH2:13][CH2:14][NH:15][CH2:16][CH2:17][NH:18][CH2:19][CH2:20]2)[cH:21][cH:22]1. The product is CCCN1CCC2COc3ccccc3C2C1. RXN SMILES: [CH2:1]1[NH:2][CH2:3][CH2:4][CH:5]2[CH:6]1[c:7]1[c:8]([cH:11][cH:12][cH:13][cH:14]1)[O:9][CH2:10]2.[CH3:24][c:25]1[cH:26][cH:27][cH:28][cH:29][cH:30]1.[I:15][CH2:16][CH2:17][CH3:18].[Na+:23].[O-:19][C:20]([OH:21])=[O:22]>>[CH2:1]1[N:2]([CH2:16][CH2:17][CH3:18])[CH2:3][CH2:4][CH:5]2[CH:6]1[c:7]1[c:8]([cH:11][cH:12][cH:13][cH:14]1)[O:9][CH2:10]2. Reactants: c1ccc2c(c1)OCC1CCNCC21, Cc1ccccc1, CCCI, [Na+], O=C([O-])O. Reaction SMILES: [F:17][c:18]1[cH:19][c:20]([C:21]#[N:22])[cH:23][cH:24][cH:25]1.[H-:16].[Na+:15].[O:26]=[CH:27][N:28]([CH3:29])[CH3:30].[OH:1][CH:2]1[CH2:3][CH2:4][N:5]([C:8](=[O:9])[O:10][C:11]([CH3:12])([CH3:13])[CH3:14])[CH2:6][CH2:7]1>>[O:1]([CH:2]1[CH2:3][CH2:4][N:5]([C:8](=[O:9])[O:10][C:11]([CH3:12])([CH3:13])[CH3:14])[CH2:6][CH2:7]1)[c:18]1[cH:19][c:20]([C:21]#[N:22])[cH:23][cH:24][cH:25]1. Reactants: N#Cc1cccc(F)c1, [H-], [Na+], CN(C)C=O, CC(C)(C)OC(=O)N1CCC(O)CC1. Product: CC(C)(C)OC(=O)N1CCC(Oc2cccc(C#N)c2)CC1. Starting materials: [OH-].[Li+] (lithium hydroxide), BrC1=CC(=C(C=C1)N1CCN(CC1)C(C(=O)OCC)=O)C(C)(C)C (ethyl [4-(4-bromo-2-tert-butylphenyl)piperazin-1-yl](oxo)acetate), Cl (hydrochloric acid). Run in C1CCOC1 (THF). Product: BrC1=CC(=C(C=C1)N1CCN(CC1)C(C(=O)O)=O)C(C)(C)C ([4-(4-bromo-2-tert-butylphenyl)piperazin-1-yl](oxo)acetic acid). The yield is 92.6%. Reaction SMILES: [Br:1][C:2]1[CH:7]=[CH:6][C:5]([N:8]2[CH2:13][CH2:12][N:11]([C:14](=[O:20])[C:15]([O:17]CC)=[O:16])[CH2:10][CH2:9]2)=[C:4]([C:21]([CH3:24])([CH3:23])[CH3:22])[CH:3]=1.[OH-].[Li+].Cl>C1COCC1>[Br:1][C:2]1[CH:7]=[CH:6][C:5]([N:8]2[CH2:13][CH2:12][N:11]([C:14](=[O:20])[C:15]([OH:17])=[O:16])[CH2:10][CH2:9]2)=[C:4]([C:21]([CH3:24])([CH3:23])[CH3:22])[CH:3]=1 |f:1.2|. Procedure: To a stirred solution of ethyl [4-(4-bromo-2-tert-butylphenyl)piperazin-1-yl](oxo)acetate (Example 66, 0.280 g, 0.705 mmol) in THF (5 mL) stirring at 0° C. was added 1 M lithium hydroxide solution (5 mL, 5 mmol). After 2 h the reaction mixture was acidified with 1 M hydrochloric acid solution and extracted with ethyl acetate. The organic layer was washed with brine, dried over MgSO4, and the solvent was evaporated under reduced pressure to provide [4-(4-bromo-2-tert-butylphenyl)piperazin-1-yl](o... Starting materials: crude product, COC=1C=C(C=CC1)C=1C(N(N=C(C1C)CC1=C(C=CC=C1)F)CCO)=O (4-(3-methoxyphenyl)-5-methyl-6-(2-fluorobenzyl)-2-(2-hydroxyethyl)-pyridazin-3-one), C1(=CC=CC=C1)P(C1=CC=CC=C1)C1=CC=CC=C1 (triphenylphospine), BrNC(CCC(=O)N)=O (N-bromosuccinamide). The solvent is ClCCl (dichloromethane). Yields the product COC=1C=C(C=CC1)C=1C(N(N=C(C1C)CC1=C(C=CC=C1)F)CCBr)=O (4-(3-methoxyphenyl)-5-methyl-6-(2-fluorobenzyl)-2-(2-bromoethyl)-pyridazin-3-one). As a reaction SMILES: [CH3:1][O:2][C:3]1[CH:4]=[C:5]([C:9]2[C:10](=[O:27])[N:11]([CH2:24][CH2:25]O)[N:12]=[C:13]([CH2:16][C:17]3[CH:22]=[CH:21][CH:20]=[CH:19][C:18]=3[F:23])[C:14]=2[CH3:15])[CH:6]=[CH:7][CH:8]=1.C1(P(C2C=CC=CC=2)C2C=CC=CC=2)C=CC=CC=1.[Br:47]NC(=O)CCC(N)=O>ClCCl>[CH3:1][O:2][C:3]1[CH:4]=[C:5]([C:9]2[C:10](=[O:27])[N:11]([CH2:24][CH2:25][Br:47])[N:12]=[C:13]([CH2:16][C:17]3[CH:22]=[CH:21][CH:20]=[CH:19][C:18]=3[F:23])[C:14]=2[CH3:15])[CH:6]=[CH:7][CH:8]=1. Reported procedure: A solution of 4-(3-methoxyphenyl)-5-methyl-6-(2-fluorobenzyl)-2-(2-hydroxyethyl)-pyridazin-3-one (from above) and triphenylphospine (570 mg, 22 mmol) in dichloromethane (8 mL) was treated with N-bromosuccinamide (400 mg, 22 mmol) at room temperature for 2 hours. The crude product was used for next step. MS: 431 (MH+).